This data is from the Open Reaction Database (ORD), a public repository of structured organic reaction records. The task is: describe an organic reaction: reactants, conditions, products, and yield Yield: 44.0%. Reaction SMILES: [CH3:1][C:2]1[CH2:3][S:4](=[O:24])[C@@H:5]2[CH:12]([NH:13][C:14](=[O:22])[CH2:15][C:16]3[CH:21]=[CH:20][CH:19]=[CH:18][CH:17]=3)[C:11](=[O:23])[N:6]2[C:7]=1[C:8]([OH:10])=[O:9].CN([Si:30]([CH3:33])([CH3:32])[CH3:31])C(=O)C.[Br:34]N1C(=O)CCC1=O>ClCCl>[Br:34][CH2:1][C:2]1[CH2:3][S:4](=[O:24])[C@@H:5]2[CH:12]([NH:13][C:14](=[O:22])[CH2:15][C:16]3[CH:17]=[CH:18][CH:19]=[CH:20][CH:21]=3)[C:11](=[O:23])[N:6]2[C:7]=1[C:8]([O:10][Si:30]([CH3:33])([CH3:32])[CH3:31])=[O:9]. The reactants are CC=1CS([C@H]2N(C1C(=O)O)C(C2NC(CC2=CC=CC=C2)=O)=O)=O (3-methyl-7-phenylacetamido-3-cephem-4-carboxylic acid-1-oxide), CN(C(C)=O)[Si](C)(C)C (N-methyl-N-trimethylsilylacetamide), BrN1C(CCC1=O)=O (N-bromosuccinimide). The product is BrCC=1CS([C@H]2N(C1C(=O)O[Si](C)(C)C)C(C2NC(CC2=CC=CC=C2)=O)=O)=O (trimethylsilyl 3-bromomethyl-7-phenylacetamido-3-cephem-4-carboxylate-1-oxide). Run in ClCCl (dichloromethane). Procedure details: 366 mg (1.05 mmoles) of 3-methyl-7-phenylacetamido-3-cephem-4-carboxylic acid-1-oxide were silylated in one hour at room temperature by stirring in 25 ml of dichloromethane with 208 mg (1.43 mmoles) of N-methyl-N-trimethylsilylacetamide. The clear solution obtained was cooled in an ice-bath and bromination was carried out in half an hour using 282 mg (1.58 mmoles) of N-bromosuccinimide as the brominating agent to obtain a 44% yield of trimethylsilyl 3-bromomethyl-7-phenylacetamido-3-cephem-4-car...